Dataset: the Open Reaction Database (ORD), a public repository of structured organic reaction records. Task: describe an organic reaction: reactants, conditions, products, and yield Starting materials: Cl[Si](CCC1=NC=CC=C1)(Cl)Cl (2-(2-trichlorosilylethyl)pyridine), Cl[Si](CCC1=NC=CC=C1)(Cl)Cl (2-(2-trichlorosilylethyl)pyridine), O (water). The solvent is CO (methanol), CO (methanol). Run at time 1 hour. Product: [SiH3]CCC1=NC=CC=C1 (2-(2-silylethyl)pyridine). As a reaction SMILES: Cl[Si:2](Cl)(Cl)[CH2:3][CH2:4][C:5]1[CH:10]=[CH:9][CH:8]=[CH:7][N:6]=1.O>CO>[SiH3:2][CH2:3][CH2:4][C:5]1[CH:10]=[CH:9][CH:8]=[CH:7][N:6]=1. Reported procedure: A solution of 2-(2-silylethyl)pyridine oligosilsesquioxane pillar material was prepared from a methanol solution of 2-(2-trichlorosilylethyl)pyridine (24 grams of 2-(2-trichlorosilylethyl)pyridine in 175 ml of methanol by adding 10.5 ml of water. The mixture was stirred for 1 hour while maintaining the temperature below 30° C. The reactants are Cc1ccccc1, CC(C)C(O)c1ccc(F)c(C(F)(F)F)c1, O, O, Cc1ccc(S(=O)(=O)O)cc1. Yields the product CC(C)=Cc1ccc(F)c(C(F)(F)F)c1. RXN SMILES: [CH3:30][c:31]1[cH:32][cH:33][cH:34][cH:35][cH:36]1.[F:1][c:2]1[c:3]([C:13]([F:14])([F:15])[F:16])[cH:4][c:5]([CH:8]([CH:9]([CH3:10])[CH3:11])[OH:12])[cH:6][cH:7]1.[OH2:17].[OH2:29].[c:18]1([CH3:19])[cH:20][cH:21][c:22]([S:23]([OH:24])(=[O:25])=[O:26])[cH:27][cH:28]1>>[F:1][c:2]1[c:3]([C:13]([F:14])([F:15])[F:16])[cH:4][c:5]([CH:8]=[C:9]([CH3:10])[CH3:11])[cH:6][cH:7]1. Reactants: C(C)(C)(C)OC(=O)N[C@H](C(=O)O)C(C)(C)C (2(S)-tert-butoxycarbonylamino-3,3-dimethyl-butyric acid), C(=O)(N1C=NC=C1)N1C=NC=C1 (1,1′-carbonyidiimidazole), Cl.CONC (N-methoxy-N-methylamine hydrochloride). Run in ClCCl (dichloromethane). Reaction conditions: time 16 hour. Yields the product C(C)(C)(C)OC(N[C@@H](C(C)(C)C)C(N(C)OC)=O)=O ([1(S)-(Methoxy-methyl-carbamoyl)-2,2-dimethylpropyl]-carbamic Acid-tert-butyl Ester). The yield is 74.3%. RXN SMILES: [C:1]([O:5][C:6]([NH:8][C@@H:9]([C:13]([CH3:16])([CH3:15])[CH3:14])[C:10]([OH:12])=O)=[O:7])([CH3:4])([CH3:3])[CH3:2].C(N1C=CN=C1)(N1C=CN=C1)=O.Cl.[CH3:30][O:31][NH:32][CH3:33]>ClCCl>[C:1]([O:5][C:6](=[O:7])[NH:8][C@H:9]([C:10](=[O:12])[N:32]([O:31][CH3:30])[CH3:33])[C:13]([CH3:16])([CH3:15])[CH3:14])([CH3:2])([CH3:3])[CH3:4] |f:2.3|. Procedure details: To a solution of 2(S)-tert-butoxycarbonylamino-3,3-dimethyl-butyric acid (30 g, 0.13 mol) in dichloromethane (400 mL) was added portionwise 1,1′-carbonyidiimidazole (63.3 g, 0.39 mol). After addition was complete the reaction was allowed to stir for 15 minutes before N-methoxy-N-methylamine hydrochloride (38 g, 0.39 mol) was added and the reaction allowed to stir for 16 hours. The solvents were removed in vacuo and the residue partitioned between ethyl acetate (250 mL) and 1M HCl (150 mL). The o... The reactants are N(C(=N)N)C=1SC=C(N1)CSCCC(OC)=N (methyl 3-[(2-guanidinothiazol-4-yl)methylthio]propionimidate), Cl.NO (hydroxylamine hydrochloride), C[O-].[Na+] (sodium methoxide), NO (hydroxylamine). The solvent is CO (methanol), CO (methanol). Run at time 2 hour. Yields the product N(C(=N)N)C=1SC=C(N1)CSCCC(N)=NO (3-[(2-guanidinothiazol-4-yl)methylthio]propionamidoxime). Reaction SMILES: [NH:1]([C:5]1[S:6][CH:7]=[C:8]([CH2:10][S:11][CH2:12][CH2:13][C:14](=[NH:17])OC)[N:9]=1)[C:2]([NH2:4])=[NH:3].[NH2:18][OH:19].Cl.NO.C[O-].[Na+]>CO>[NH:1]([C:5]1[S:6][CH:7]=[C:8]([CH2:10][S:11][CH2:12][CH2:13][C:14](=[N:18][OH:19])[NH2:17])[N:9]=1)[C:2]([NH2:4])=[NH:3] |f:2.3,4.5|. Procedure: In 35 ml of methanol was dissolved 4.72 g of methyl 3-[(2-guanidinothiazol-4-yl)methylthio]propionimidate and then 25 ml of a methanol solution of free hydroxylamine prepared by treating 1.2 g of hydroxylamine hydrochloride with 0.93 g of sodium methoxide was added to the solution. After stirring the mixture for 2 hours at room temperature, the solvent was distilled off under reduced pressure and the residue formed was purified by a column chromatography using a mixed solvent of chloroform and m... The reactants are S(=O)([O-])S(=O)[O-].[Na+].[Na+] (sodium dithionite), COC1=CC=C(C=C1)C1=C(C(=NN1)C)N=O (5-(4-methoxy-phenyl)-3-methyl-4-nitroso-1H-pyrazole), O (water). Run in C(C)O (ethanol). Conditions: time 15 minute. The product is COC1=CC=C(C=C1)C1=C(C(=NN1)C)N (5-(4-Methoxy-phenyl)-3-methyl-1H-pyrazol-4-ylamine), C11H13N3O. RXN SMILES: S(S([O-])=O)([O-])=O.[Na+].[Na+].[CH3:9][O:10][C:11]1[CH:16]=[CH:15][C:14]([C:17]2[NH:21][N:20]=[C:19]([CH3:22])[C:18]=2[N:23]=O)=[CH:13][CH:12]=1.O>C(O)C>[CH3:9][O:10][C:11]1[CH:12]=[CH:13][C:14]([C:17]2[NH:21][N:20]=[C:19]([CH3:22])[C:18]=2[NH2:23])=[CH:15][CH:16]=1 |f:0.1.2|. Reported procedure: 6.80 g of sodium dithionite was added to a mixture of 1.23 g of 5-(4-methoxy-phenyl)-3-methyl-4-nitroso-1H-pyrazole (Example 22(c)) and 50 ml of water at 70° C., and the reaction mixture was stirred for 15 minutes. 5 ml of ethanol was added and the reaction mixture was stirred for 10 minutes. The reaction mixture was extracted with ethyl acetate. The organic layer was washed with brine, dried over magnesium sulfate, filtered and concentrated. Trituration with ether gave the title compound as a b... Starting materials: ClC1=CC=C(C=C1)C1=NOC2=C1CCCC(C2)(C(=O)OC)C (methyl 3-(4-chlorophenyl)-7-methyl-5,6,7,8-tetrahydro-4H-cyclohept[d]isoxazole-7-carboxylate), [OH-].[K+] (potassium hydroxide). Solvent: O (water), CO (methanol). RXN SMILES: [Cl:1][C:2]1[CH:7]=[CH:6][C:5]([C:8]2[C:12]3[CH2:13][CH2:14][CH2:15][C:16]([CH3:22])([C:18]([O:20]C)=[O:19])[CH2:17][C:11]=3[O:10][N:9]=2)=[CH:4][CH:3]=1.[OH-].[K+]>O.CO>[Cl:1][C:2]1[CH:3]=[CH:4][C:5]([C:8]2[C:12]3[CH2:13][CH2:14][CH2:15][C:16]([CH3:22])([C:18]([OH:20])=[O:19])[CH2:17][C:11]=3[O:10][N:9]=2)=[CH:6][CH:7]=1 |f:1.2|. Isolated yield 47.1%. Reported procedure: 2 g of methyl 3-(4-chlorophenyl)-7-methyl-5,6,7,8-tetrahydro-4H-cyclohept[d]isoxazole-7-carboxylate were treated with 0.5 g of potassium hydroxide in 2 ml of water and 20 ml of methanol at 20° C. for 16 hours. After working-up as described in Example 5 and crystallization from glacial acetic acid, there was obtained 0.9 g of 3-(4-chlorophenyl)-7-methyl-5,6,7,8-tetrahydro-4H-cyclohept[d]isoxazole-7-carboxylic acid of melting point 232°-235° C. The product is ClC1=CC=C(C=C1)C1=NOC2=C1CCCC(C2)(C(=O)O)C (3-(4-chlorophenyl)-7-methyl-5,6,7,8-tetrahydro-4H-cyclohept[d]isoxazole-7-carboxylic acid).